Dataset: the Open Reaction Database (ORD), a public repository of structured organic reaction records. Task: describe an organic reaction: reactants, conditions, products, and yield The reactants are CCS, CCc1cc2c(Br)cnc(OC)c2o1, CN(C)C=O, [H-], [Na+], O. The product is CCc1cc2c(Br)c[nH]c(=O)c2o1. Reaction SMILES: [CH2:3]([SH:4])[CH3:5].[CH2:6]([CH3:7])[c:8]1[cH:9][c:10]2[c:11]([c:12]([O:17][CH3:18])[n:13][cH:14][c:15]2[Br:16])[o:19]1.[CH3:21][N:22]([CH3:23])[CH:24]=[O:25].[H-:1].[Na+:2].[OH2:20]>>[CH2:6]([CH3:7])[c:8]1[cH:9][c:10]2[c:11]([c:12](=[O:17])[nH:13][cH:14][c:15]2[Br:16])[o:19]1.